This data is from the Open Reaction Database (ORD), a public repository of structured organic reaction records. The task is: describe an organic reaction: reactants, conditions, products, and yield Reactants: CC1(OB(OC1(C)C)C=1C=NN(C1)COCC[Si](C)(C)C)C (4-(4,4,5,5-tetramethyl-1,3,2-dioxaborolan-2-yl)-1-[2-(trimethylsilyl)ethoxy]methyl-1H-pyrazole), BrC=1C=C(C#N)C=CC1 (3-bromobenzonitrile), C1(=CC=CC=C1)C (toluene), C(C)O (ethanol), C([O-])([O-])=O.[Na+].[Na+] (sodium carbonate), O (water). The reagents and catalysts are C=1C=CC(=CC1)[P](C=2C=CC=CC2)(C=3C=CC=CC3)[Pd]([P](C=4C=CC=CC4)(C=5C=CC=CC5)C=6C=CC=CC6)([P](C=7C=CC=CC7)(C=8C=CC=CC8)C=9C=CC=CC9)[P](C=1C=CC=CC1)(C=1C=CC=CC1)C=1C=CC=CC1 (Tetrakis(triphenylphosphine)palladium(0)). Conditions: temperature 80 celsius. Product: C[Si](CCOCN1N=CC(=C1)C=1C=C(C#N)C=CC1)(C)C (3-(1-[2-(trimethylsilyl)ethoxy]methyl-1H-pyrazol-4-yl)benzonitrile). Reaction SMILES: CC1(C)C(C)(C)OB([C:9]2[CH:10]=[N:11][N:12]([CH2:14][O:15][CH2:16][CH2:17][Si:18]([CH3:21])([CH3:20])[CH3:19])[CH:13]=2)O1.Br[C:24]1[CH:25]=[C:26]([CH:29]=[CH:30][CH:31]=1)[C:27]#[N:28].C1(C)C=CC=CC=1.C(O)C.C(=O)([O-])[O-].[Na+].[Na+].O>C1C=CC([P]([Pd]([P](C2C=CC=CC=2)(C2C=CC=CC=2)C2C=CC=CC=2)([P](C2C=CC=CC=2)(C2C=CC=CC=2)C2C=CC=CC=2)[P](C2C=CC=CC=2)(C2C=CC=CC=2)C2C=CC=CC=2)(C2C=CC=CC=2)C2C=CC=CC=2)=CC=1>[CH3:21][Si:18]([CH3:19])([CH3:20])[CH2:17][CH2:16][O:15][CH2:14][N:12]1[CH:13]=[C:9]([C:24]2[CH:25]=[C:26]([CH:29]=[CH:30][CH:31]=2)[C:27]#[N:28])[CH:10]=[N:11]1 |f:4.5.6,^1:52,54,73,92|. Reported procedure: A mixture of 4-(4,4,5,5-tetramethyl-1,3,2-dioxaborolan-2-yl)-1-[2-(trimethylsilyl)ethoxy]methyl-1H-pyrazole (150.0 mg, 0.0004625 mol) and 3-bromobenzonitrile (0.10 g, 0.00056 mol) in toluene (2.0 mL, 0.019 mol) and ethanol (0.3 mL, 0.005 mol) was treated with sodium carbonate (98 mg, 0.00092 mol) in water (0.5 mL, 0.03 mol). The mixture was degassed by bubbling nitrogen. Tetrakis(triphenylphosphine)palladium(0) (53 mg, 0.000046 mol) was added and nitrogen was bubbled for 3 min. The reaction was ... Reactants: ClC=1C=[N+](C=C(C1C[C@H](OC(NCC1=CC=C(C=C1)[N+](=O)[O-])=O)C1=CC(=C(C=C1)OC(F)F)OCC1CC1)Cl)[O-] ((S)-3,5-dichloro-4-(2-(3-(cyclopropylmethoxy)-4-(difluoromethoxy)phenyl)-2-(4-nitrobenzylcarbamoyloxy)ethyl)pyridine 1-oxide), SnCl2 dihydrate, CCOC(=O)C (EtOAc). Solvent: C(=O)(O)[O-].[Na+] (NaHCO3), C1CCOC1 (THF). Reaction conditions: temperature 60 celsius, time 5 hour. Yields the product NC1=CC=C(CNC(=O)O[C@@H](CC2=C(C=[N+](C=C2Cl)[O-])Cl)C2=CC(=C(C=C2)OC(F)F)OCC2CC2)C=C1 ((S)-4-(2-(4-aminobenzylcarbamoyloxy)-2-(3-(cyclopropylmethoxy)-4-(difluoromethoxy)phenyl)ethyl)-3,5-dichloropyridine 1-oxide). Yield: 100.0%. RXN SMILES: [Cl:1][C:2]1[CH:3]=[N+:4]([O-:40])[CH:5]=[C:6]([Cl:39])[C:7]=1[CH2:8][C@@H:9]([C:24]1[CH:29]=[CH:28][C:27]([O:30][CH:31]([F:33])[F:32])=[C:26]([O:34][CH2:35][CH:36]2[CH2:38][CH2:37]2)[CH:25]=1)[O:10][C:11](=[O:23])[NH:12][CH2:13][C:14]1[CH:19]=[CH:18][C:17]([N+:20]([O-])=O)=[CH:16][CH:15]=1.CCOC(C)=O>C1COCC1.C([O-])(O)=O.[Na+]>[NH2:20][C:17]1[CH:16]=[CH:15][C:14]([CH2:13][NH:12][C:11]([O:10][C@H:9]([C:24]2[CH:29]=[CH:28][C:27]([O:30][CH:31]([F:32])[F:33])=[C:26]([O:34][CH2:35][CH:36]3[CH2:38][CH2:37]3)[CH:25]=2)[CH2:8][C:7]2[C:2]([Cl:1])=[CH:3][N+:4]([O-:40])=[CH:5][C:6]=2[Cl:39])=[O:23])=[CH:19][CH:18]=1 |f:3.4|. Reported procedure: To a stirred solution of (S)-3,5-dichloro-4-(2-(3-(cyclopropylmethoxy)-4-(difluoromethoxy)phenyl)-2-(4-nitrobenzylcarbamoyloxy)ethyl)pyridine 1-oxide (200 mg, 0.334 mmol) in THF (10 ml), SnCl2 dihydrate (603 mg, 2.67 mmol) was added, and the mixture was stirred at 60° C. for 5 hours, then the mixture was diluted with NaHCO3 sat (pH=7) followed by the addition of EtOAc and filtered trough a celite pad. The inorganic phase was extracted with EtOAc. The combined organic layers were rinsed with brin...